From a dataset of the Open Reaction Database (ORD), a public repository of structured organic reaction records. describe an organic reaction: reactants, conditions, products, and yield Starting materials: B, CO, COc1cc([N+](=O)[O-])ccc1OCC1CCN(C=O)CC1, ClCCl, C1CCOC1. Yields the product COc1cc([N+](=O)[O-])ccc1OCC1CCN(C)CC1. As a reaction SMILES: [BH3:22].[CH3:23][OH:24].[CH:1](=[O:2])[N:3]1[CH2:4][CH2:5][CH:6]([CH2:9][O:10][c:11]2[c:12]([O:20][CH3:21])[cH:13][c:14]([N+:17](=[O:18])[O-:19])[cH:15][cH:16]2)[CH2:7][CH2:8]1.[Cl:25][CH2:26][Cl:27].[O:28]1[CH2:29][CH2:30][CH2:31][CH2:32]1>>[CH3:1][N:3]1[CH2:4][CH2:5][CH:6]([CH2:9][O:10][c:11]2[c:12]([O:20][CH3:21])[cH:13][c:14]([N+:17](=[O:18])[O-:19])[cH:15][cH:16]2)[CH2:7][CH2:8]1.